This data is from the Open Reaction Database (ORD), a public repository of structured organic reaction records. The task is: describe an organic reaction: reactants, conditions, products, and yield The product is C(C)(C)(C)OC(=O)NC1(CCN(CC1)C(=O)OCC1=CC=CC=C1)C(=O)OC (1-Benzyl 4-methyl 4-((tert-butoxycarbonyl)amino)piperidine-1,4-dicarboxylate). Reaction SMILES: [CH2:1]([O:8][C:9]([N:11]1[CH2:16][CH2:15][C:14]([NH:20][C:21]([O:23][C:24]([CH3:27])([CH3:26])[CH3:25])=[O:22])([C:17]([OH:19])=[O:18])[CH2:13][CH2:12]1)=[O:10])[C:2]1[CH:7]=[CH:6][CH:5]=[CH:4][CH:3]=1.[C:28]([O-])([O-])=O.[Cs+].[Cs+].CI>C(#N)C>[C:24]([O:23][C:21]([NH:20][C:14]1([C:17]([O:19][CH3:28])=[O:18])[CH2:15][CH2:16][N:11]([C:9]([O:8][CH2:1][C:2]2[CH:7]=[CH:6][CH:5]=[CH:4][CH:3]=2)=[O:10])[CH2:12][CH2:13]1)=[O:22])([CH3:27])([CH3:26])[CH3:25] |f:1.2.3|. The reactants are CI (MeI), ice, C(C1=CC=CC=C1)OC(=O)N1CCC(CC1)(C(=O)O)NC(=O)OC(C)(C)C (1-((benzyloxy)carbonyl)-4-((tert-butoxycarbonyl)amino)piperidine-4-carboxylic acid), C(=O)([O-])[O-].[Cs+].[Cs+] (Cs2CO3). Procedure details: To an ice-cold solution of 1-((benzyloxy)carbonyl)-4-((tert-butoxycarbonyl)amino)piperidine-4-carboxylic acid (0.50 g, 1.32 mmol) in ACN (15 mL) was added Cs2CO3 (0.52 g, 1.59 mmol) and the resulting reaction mixture stirred at the same temperature for 10 min followed by addition of MeI (0.4 mL, 4.2 mmol). The reaction mixture was stirred for 1 h at rt. After completion of reaction (by TLC), the mixture was passed through celite and solvent was evaporated under reduced pressure to obtain a white... Reaction conditions: time 10 minute. Run in C(C)#N (ACN). Yield: 100.4%. Starting materials: CC1=C(N=C(N1)C1=CC=CC=C1)C(=O)C (Methyl 5-methyl-2-phenyl-4-imidazolyl ketone), C(NN)(=O)OC (methyl carbazate). Run in C1(=CC=CC=C1)C (toluene). Yields the product CC1=C(N=C(N1)C1=CC=CC=C1)C(C)=NNC(=O)OC (3-[1-(5-methyl-2-phenyl-4-imidazolyl)ethylidene]carbazic acid, methyl ester). Reaction SMILES: [CH3:1][C:2]1[NH:6][C:5]([C:7]2[CH:12]=[CH:11][CH:10]=[CH:9][CH:8]=2)=[N:4][C:3]=1[C:13]([CH3:15])=O.[C:16]([O:20][CH3:21])(=[O:19])[NH:17][NH2:18]>C1(C)C=CC=CC=1>[CH3:1][C:2]1[NH:6][C:5]([C:7]2[CH:12]=[CH:11][CH:10]=[CH:9][CH:8]=2)=[N:4][C:3]=1[C:13](=[N:18][NH:17][C:16]([O:20][CH3:21])=[O:19])[CH3:15]. Procedure details: Methyl 5-methyl-2-phenyl-4-imidazolyl ketone (4.5 gm., 0.023 mole) is refluxed with methyl carbazate (2.4 gm., 0.023 mole) in toluene (112 ml.) for 5 hours. The toluene is removed, and the solid washed with water (3×50 ml.). The solid is recrystallized from methanol to yield the product (1.28 gm., 20.9%), m.p. 201°-201.5° C. Starting materials: ClC1=NC(=CC(=C1)N)Cl (2,6-dichloro-pyridin-4-ylamine), [O-]CC.[Na+] (sodium ethoxide), O (Water). The solvent is C(C)O (ethanol). Run at temperature 150 celsius. Yields the product ClC1=NC(=CC(=C1)N)OCC (2-Chloro-6-ethoxy-pyridin-4-ylamine). The yield is 87.8%. RXN SMILES: Cl[C:2]1[CH:7]=[C:6]([NH2:8])[CH:5]=[C:4]([Cl:9])[N:3]=1.[O-:10][CH2:11][CH3:12].[Na+].O>C(O)C>[Cl:9][C:4]1[CH:5]=[C:6]([NH2:8])[CH:7]=[C:2]([O:10][CH2:11][CH3:12])[N:3]=1 |f:1.2|. Reported procedure: To 2,6-dichloro-pyridin-4-ylamine (1.08 g, 6.6 mmol) in ethanol (1.5 mL) was added sodium ethoxide (2.5 M, 2.7 mL, 6.6 mmol) and the mixture was heated in a sealed tube at 150° C. for 6 h. Water was added, and the mixture was extracted with ethyl acetate. The extracts were concentrated and purified by silica gel flash column eluting with 30% ethyl acetate in hexanes to give the titled compound (1.0 g, 88%). The reactants are FC1=CC=C(CN2N(C(C2(C)C)=O)C2C3CC4(CC(CC2C4)C3)C(=O)OC)C=C1 (methyl 4-[2-(4-fluorobenzyl)-3,3-dimethyl-4-oxo-1,2-diazetidin-1-yl]adamantane-1-carboxylate), aqueous solution, O.[Na] (sodium hydrate), Cl (hydrochloric acid). The solvent is O1C(CCC1)CO (tetrahydrofuran-methanol). Reaction conditions: temperature 80 celsius, time 30 minute. Yields the product FC1=CC=C(CN2N(C(C2(C)C)=O)C2C3CC4(CC(CC2C4)C3)C(=O)O)C=C1 (4-[2-(4-fluorobenzyl)-3,3-dimethyl-4-oxo-1,2-diazetidin-1-yl]adamantane-1-carboxylic acid). The yield is 63.4%. As a reaction SMILES: [F:1][C:2]1[CH:29]=[CH:28][C:5]([CH2:6][N:7]2[C:10]([CH3:12])([CH3:11])[C:9](=[O:13])[N:8]2[CH:14]2[CH:21]3[CH2:22][C:17]4([C:24]([O:26]C)=[O:25])[CH2:18][CH:19]([CH2:23][CH:15]2[CH2:16]4)[CH2:20]3)=[CH:4][CH:3]=1.O.[Na].Cl>O1CCCC1CO>[F:1][C:2]1[CH:3]=[CH:4][C:5]([CH2:6][N:7]2[C:10]([CH3:11])([CH3:12])[C:9](=[O:13])[N:8]2[CH:14]2[CH:21]3[CH2:22][C:17]4([C:24]([OH:26])=[O:25])[CH2:18][CH:19]([CH2:23][CH:15]2[CH2:16]4)[CH2:20]3)=[CH:28][CH:29]=1 |f:1.2,^1:30|. Procedure details: A solution of methyl 4-[2-(4-fluorobenzyl)-3,3-dimethyl-4-oxo-1,2-diazetidin-1-yl]adamantane-1-carboxylate (40.0 mg, 0.100 mmol) in tetrahydrofuran-methanol (1:1, 1 mL) was added with 2M aqueous solution of sodium hydrate (1 mL) at room temperature, and the resultant was stirred at 80° C. for 30 minutes. The reaction solution was neutralized with 4M hydrochloric acid, and extracted with chloroform. The organic layer was dried over anhydrous sodium sulfate and concentrated in vacuo. The obtained ... Starting materials: COC1=NC=2N(C3=C1C=NC1=C3C=NN1)N=CN2 (5-Methoxy-8H-pyrazolo[4',3':5,6]pyrido[3,4-e][1,2,4]triazolo-[1,5-a]pyrimidine), ClC1=NC=2N(C3=C1C=NC1=C3C=NN1CC)N=CN2 (5-chloro-8-ethyl-8H-pyrazolo[4',3':5,6]pyrido-[3,4-e][1,2,4]triazolo[1,5-a]pyrimidine), C(C1=CC=CC=C1)O (benzyl alcohol). The solvent is C(C)O (ethanol). The product is C1(=CC=CC=C1)C1=NC=2N(C3=C1C=NC1=C3C=NN1)N=C(N2)OC (5-phenyl-methoxy-8H-pyrazolo[4',3':5,6]pyrido[3,4-e][1,2,4]triazolo[1,5-a]pyrimidine). RXN SMILES: [CH3:1][O:2]C1C2C=NC3NN=CC=3C=2N2N=CN=C2N=1.Cl[C:20]1[C:25]2[CH:26]=[N:27][C:28]3[N:32](CC)[N:31]=[CH:30][C:29]=3[C:24]=2[N:23]2[N:35]=[CH:36][N:37]=[C:22]2[N:21]=1.C(O)[C:39]1[CH:44]=[CH:43][CH:42]=[CH:41][CH:40]=1>C(O)C>[C:39]1([C:20]2[C:25]3[CH:26]=[N:27][C:28]4[NH:32][N:31]=[CH:30][C:29]=4[C:24]=3[N:23]3[N:35]=[C:36]([O:2][CH3:1])[N:37]=[C:22]3[N:21]=2)[CH:44]=[CH:43][CH:42]=[CH:41][CH:40]=1. Procedure details: By substituting the 5-chloro-8H-pyrazolo[4',3':5,6]-pyrido[3,4-e][1,2,4]triazolo[1,5-a]pyrimidine of Example 15 for the 5-chloro-8-ethyl-8H-pyrazolo[4',3':5,6]pyrido-[3,4-e][1,2,4]triazolo[1,5-a]pyrimidine and benzyl alcohol for the ethanol in the procedure of Example 4, 5-phenyl-methoxy-8H-pyrazolo[4',3':5,6]pyrido[3,4-e][1,2,4]triazolo[1,5-a]pyrimidine is obtained.